This data is from the Open Reaction Database (ORD), a public repository of structured organic reaction records. The task is: describe an organic reaction: reactants, conditions, products, and yield Starting materials: C(C1=CC=CC=C1)C1C2=C(S(CCN1)=O)C(N(N=C2)C)=O (5-benzyl-8-methyl-2,3,4,5-tetrahydro-9(8H)-pyridazino[4,5-b][1,5]thiazepinone-1-oxide), OO (hydrogen peroxide). Solvent: C(C)(=O)O (acetic acid). Yields the product C(C1=CC=CC=C1)C1C2=C(S(CCN1)(=O)=O)C(N(N=C2)C)=O (5-Benzyl-8-methyl-2,3,4,5-tetrahydro-9(8H)-pyridazino[4,5-b][1,5]thiazepinone-1,1-dioxide). Yield: 55.0%. Reaction SMILES: [CH2:1]([CH:8]1[NH:14][CH2:13][CH2:12][S:11](=[O:15])[C:10]2[C:16](=[O:21])[N:17]([CH3:20])[N:18]=[CH:19][C:9]1=2)[C:2]1[CH:7]=[CH:6][CH:5]=[CH:4][CH:3]=1.[OH:22]O>C(O)(=O)C>[CH2:1]([CH:8]1[NH:14][CH2:13][CH2:12][S:11](=[O:22])(=[O:15])[C:10]2[C:16](=[O:21])[N:17]([CH3:20])[N:18]=[CH:19][C:9]1=2)[C:2]1[CH:7]=[CH:6][CH:5]=[CH:4][CH:3]=1. Reported procedure: A mixture of 0.60 g (1.98 mmol) of 5-benzyl-8-methyl-2,3,4,5-tetrahydro-9(8H)-pyridazino[4,5-b][1,5]thiazepinone-1-oxide, 1.92 ml of glacial acetic acid and 1.2 ml of 30% aqueous hydrogen peroxide are left to stand for a day. The precipitated crystals are filtered, washed acid free with water and dried in an exsiccator. In this way 0.35 g (55%) of the title compound are obtained with a melting point of 288-290° C. The reactants are COC1=CC=C(C=C1)O (4-methoxyphenol), ClCC#N (chloroacetonitrile), C(=O)([O-])[O-].[K+].[K+] (K2CO3). Run in CC(=O)C (acetone). Run at time 18 hour. The product is COC1=CC=C(OCC#N)C=C1 ((4-methoxyphenoxy)acetonitrile). Reaction SMILES: [CH3:1][O:2][C:3]1[CH:8]=[CH:7][C:6]([OH:9])=[CH:5][CH:4]=1.Cl[CH2:11][C:12]#[N:13].C([O-])([O-])=O.[K+].[K+]>CC(C)=O>[CH3:1][O:2][C:3]1[CH:8]=[CH:7][C:6]([O:9][CH2:11][C:12]#[N:13])=[CH:5][CH:4]=1 |f:2.3.4|. Procedure details: A mixture of 4-methoxyphenol (10 g, 80 mmol), chloroacetonitrile (7.0 mL, 111 mmol) and K2CO3 (26 g, 188 mmol) in acetone (150 mL) was stirred at r.t. for 18 h. The mixture was filtered, concentrated and purified by flash chromatography (Hex:EtOAc, 4:1) to yield (4-methoxyphenoxy)acetonitrile as a clear oil. Reactants: [Br-], CCOCC, CCOC(=O)C1=Cc2cc(Cl)c(C=O)cc2OC1C(F)(F)F, O=S(=O)(O)O, [Mg+]c1cccs1. The product is CCOC(=O)C1=Cc2cc(Cl)c(C(O)c3cccs3)cc2OC1C(F)(F)F. RXN SMILES: [Br-:23].[CH3:35][CH2:36][O:37][CH2:38][CH3:39].[Cl:1][c:2]1[cH:3][c:4]2[c:9]([cH:10][c:11]1[CH:12]=[O:13])[O:8][CH:7]([C:14]([F:15])([F:16])[F:17])[C:6]([C:18](=[O:19])[O:20][CH2:21][CH3:22])=[CH:5]2.[S:30](=[O:31])(=[O:32])([OH:33])[OH:34].[s:24]1[c:25]([Mg+:29])[cH:26][cH:27][cH:28]1>>[Cl:1][c:2]1[cH:3][c:4]2[c:9]([cH:10][c:11]1[CH:12]([OH:13])[c:25]1[s:24][cH:28][cH:27][cH:26]1)[O:8][CH:7]([C:14]([F:15])([F:16])[F:17])[C:6]([C:18](=[O:19])[O:20][CH2:21][CH3:22])=[CH:5]2. The reactants are Cl.FC=1C=C(CN2N=CC(=C2)C2=CN(C3=NC=C(C=C32)C3=CC=C(C=C3)C3CCNCC3)S(=O)(=O)C3=CC=C(C)C=C3)C=CC1 (3-(1-(3-fluorobenzyl)-1H-pyrazol-4-yl)-5-(4-(piperidin-4-yl)phenyl)-1-tosyl-1H-pyrrolo[2,3-b]pyridine hydrochloride), FC=1C=C(CN2N=CC(=C2)C2=CN(C3=NC=C(C=C32)C=3C=C(CC2CCN(CC2)CC(=O)N)C=CC3)S(=O)(=O)C3=CC=C(C)C=C3)C=CC1 (2-(4-(3-(3-(1-(3-fluorobenzyl)-1H-pyrazol-4-yl)-1-tosyl-1H-pyrrolo[2,3-b]pyridin-5-yl)benzyl)piperidin-1-yl) acetamide), [OH-].[Li+] (lithium hydroxide). Run in C1CCOC1.CO.O (THF methanol water). Product: FC=1C=C(CN2N=CC(=C2)C2=CNC3=NC=C(C=C32)C=3C=C(CC2CCN(CC2)CC(=O)N)C=CC3)C=CC1 (2-(4-(3-(3-(1-(3-fluorobenzyl)-1H-pyrazol-4-yl)-1H-pyrrolo[2,3-b]pyridin-5-yl)benzyl) piperidin-1-yl) acetamide). Isolated yield 43.5%. RXN SMILES: Cl.FC1C=C(C=CC=1)CN1C=C(C2C3C(=NC=C(C4C=CC(C5CCNCC5)=CC=4)C=3)N(S(C3C=CC(C)=CC=3)(=O)=O)C=2)C=N1.[F:46][C:47]1[CH:48]=[C:49]([CH:92]=[CH:93][CH:94]=1)[CH2:50][N:51]1[CH:55]=[C:54]([C:56]2[C:64]3[C:59](=[N:60][CH:61]=[C:62]([C:65]4[CH:66]=[C:67]([CH:79]=[CH:80][CH:81]=4)[CH2:68][CH:69]4[CH2:74][CH2:73][N:72]([CH2:75][C:76]([NH2:78])=[O:77])[CH2:71][CH2:70]4)[CH:63]=3)[N:58](S(C3C=CC(C)=CC=3)(=O)=O)[CH:57]=2)[CH:53]=[N:52]1.[OH-].[Li+]>C1COCC1.CO.O>[F:46][C:47]1[CH:48]=[C:49]([CH:92]=[CH:93][CH:94]=1)[CH2:50][N:51]1[CH:55]=[C:54]([C:56]2[C:64]3[C:59](=[N:60][CH:61]=[C:62]([C:65]4[CH:66]=[C:67]([CH:79]=[CH:80][CH:81]=4)[CH2:68][CH:69]4[CH2:74][CH2:73][N:72]([CH2:75][C:76]([NH2:78])=[O:77])[CH2:71][CH2:70]4)[CH:63]=3)[NH:58][CH:57]=2)[CH:53]=[N:52]1 |f:0.1,3.4,5.6.7|. Procedure: Using similar reaction conditions as described in step-iii of example-1, 2-(4-(3-(3-(1-(3-fluorobenzyl)-1H-pyrazol-4-yl)-1-tosyl-1H-pyrrolo[2,3-b]pyridin-5-yl)benzyl)piperidin-1-yl) acetamide (30 mg, 0.044 mmol) was hydrolyzed by lithium hydroxide (18 mg, 0.44 mmol) in THF/methanol/water (2/2/1 ml) to yield 10 mg (43.4% yield) of the titled compound. 1H NMR (DMSO-d6, 400 MHz): δ 8.516-8.512 (d, 1H), 8.43 (s, 1H), 8.347-8.343 (d, 1H), 7.98 (s, 1H), 7.77 (s, 1H), 7.59-7.54 (m, 2H), 7.42-7.38 (t, 2... Starting materials: [OH-].[Na+] (sodium hydroxide), FC(C=1C=CC=2C=C3C(=NC2C1)NC(N3)=S)(F)F (1,3-dihydro-6-(trifluoromethyl)-2H-imdazo[4,5-b]quinolin-2-thione), CI (Methyl iodide). The solvent is CO (methanol). Conditions: time 90 minute. The product is CSC=1NC=2C(=NC=3C=C(C=CC3C2)C(F)(F)F)N1 (2-(methylthio)-6-(trifluoromethyl)-1H-imidazo[4,5-b]quinoline). Yield: 60.0%. Reaction SMILES: [F:1][C:2]([F:18])([F:17])[C:3]1[CH:4]=[CH:5][C:6]2[CH:7]=[C:8]3[NH:15][C:14](=[S:16])[NH:13][C:9]3=[N:10][C:11]=2[CH:12]=1.[OH-].[Na+].[CH3:21]I>CO>[CH3:21][S:16][C:14]1[NH:15][C:8]2[C:9]([N:13]=1)=[N:10][C:11]1[CH:12]=[C:3]([C:2]([F:17])([F:1])[F:18])[CH:4]=[CH:5][C:6]=1[CH:7]=2 |f:1.2|. Procedure details: A suspension of 1,3-dihydro-6-(trifluoromethyl)-2H-imdazo[4,5-b]quinolin-2-thione (0.53 g, 2 mmol) in methanol (5 mL) was treated with 50% aqueous sodium hydroxide (0.18 g) to afford a solution which was cooled in an ice bath. Methyl iodide (0.3 g, 0.13 mL, 2.1 mmol) was added and the mixture stirred for 90 minutes before being filtered. The solid was washed with methanol and dried in air to give 2-(methylthio)-6-(trifluoromethyl)-1H-imidazo[4,5-b]quinoline (0.34 g, 61%), m.p. >270° C. The reactants are OC1=C(C(NC2=CC=CN=C12)=O)C(=O)OC (methyl 4-hydroxy-2-oxo-1,2-dihydro-1,5-naphthyridine-3-carboxylate), FC1=CC=C(CN)C=C1 (4-fluorobenzyl amine). Run in C(C)O (ethanol), O (water). Run at temperature 100 celsius. Product: FC1=CC=C(CNC(=O)C=2C(NC3=CC=CN=C3C2O)=O)C=C1 (N-(4-fluorobenzyl)-4-hydroxy-2-oxo-1,2-dihydro-1,5-naphthyridine-3-carboxamide). As a reaction SMILES: [OH:1][C:2]1[C:11]2[C:6](=[CH:7][CH:8]=[CH:9][N:10]=2)[NH:5][C:4](=[O:12])[C:3]=1[C:13]([O:15]C)=O.[F:17][C:18]1[CH:25]=[CH:24][C:21]([CH2:22][NH2:23])=[CH:20][CH:19]=1>C(O)C.O>[F:17][C:18]1[CH:25]=[CH:24][C:21]([CH2:22][NH:23][C:13]([C:3]2[C:4](=[O:12])[NH:5][C:6]3[C:11]([C:2]=2[OH:1])=[N:10][CH:9]=[CH:8][CH:7]=3)=[O:15])=[CH:20][CH:19]=1. Reported procedure: A mixture of methyl 4-hydroxy-2-oxo-1,2-dihydro-1,5-naphthyridine-3-carboxylate (0.2 g, 0.91 mmol) and 4-fluorobenzyl amine (Aldrich, 0.31 mL, 2.72 mmol) in absolute ethanol (5 mL) was heated to 100° C. for 6 hours. A thick paste formed. The reaction was diluted with water and the solids collected. The crude material was purified by preparative reverse phase HPLC eluting with a gradient of 5-95% acetonitrile/water (0.1% TFA). The product precipitated from the column fractions was collected to af... The reactants are BrC=1C=CC(=C(C#N)C1)C (5-bromo-2-methylbenzonitrile), BrN1C(CCC1=O)=O (N-bromosuccinimide), 2′,2′-azobis(2-methylpropionitrile). Run in C(Cl)(Cl)(Cl)Cl (carbon tetrachloride). The product is BrC=1C=CC(=C(C#N)C1)CBr (5-bromo-2-bromomethylbenzonitrile). Yield: 38.4%. Reaction SMILES: [Br:1][C:2]1[CH:3]=[CH:4][C:5]([CH3:10])=[C:6]([CH:9]=1)[C:7]#[N:8].[Br:11]N1C(=O)CCC1=O>C(Cl)(Cl)(Cl)Cl>[Br:1][C:2]1[CH:3]=[CH:4][C:5]([CH2:10][Br:11])=[C:6]([CH:9]=1)[C:7]#[N:8]. Reported procedure: A mixture of 5-bromo-2-methylbenzonitrile (5.0 g, 25.5 mmol), N-bromosuccinimide (4.54 g, 25.5 mmol), 2′,2′-azobis(2-methylpropionitrile) (0.05 g) and carbon tetrachloride (25 mL) is heated at reflux for 75 min. After cooling to room temperature, the solids are removed by filtration. The filtrate is concentrated and the residue purified by chromatography eluting with cyclohexane-20% ethyl acetate. Product containing fractions are combined and concentrated to afford 5-bromo-2-bromomethylbenzonitr... The reactants are O (water), [H-].[Na+] (Sodium hydride), C(C)OC1=NNC=C1CCC(=O)OCC (ethyl 3-(3-ethoxy-1H-pyrazol-4-yl)propionate), ClCC=1C=CC(=C(OCC=2N=C(OC2C)C2=CC=CC=C2)C1)OC (4-(5-chloromethyl-2-methoxyphenoxymethyl)-5-methyl-2-phenyloxazole). Run in CN(C=O)C (N,N-dimethylformamide). Conditions: time 1 hour. Product: C(C)OC1=NN(C=C1CCC(=O)OCC)CC1=CC(=C(C=C1)OC)OCC=1N=C(OC1C)C1=CC=CC=C1 (ethyl 3-[3-ethoxy-1-[4-methoxy-3-(5-methyl-2-phenyl-4-oxazolylmethoxy)benzyl]-1H-pyrazol-4-yl]propionate). Yield: 83.1%. Reaction SMILES: [H-].[Na+].[CH2:3]([O:5][C:6]1[C:10]([CH2:11][CH2:12][C:13]([O:15][CH2:16][CH3:17])=[O:14])=[CH:9][NH:8][N:7]=1)[CH3:4].Cl[CH2:19][C:20]1[CH:21]=[CH:22][C:23]([O:40][CH3:41])=[C:24]([CH:39]=1)[O:25][CH2:26][C:27]1[N:28]=[C:29]([C:33]2[CH:38]=[CH:37][CH:36]=[CH:35][CH:34]=2)[O:30][C:31]=1[CH3:32].O>CN(C)C=O>[CH2:3]([O:5][C:6]1[C:10]([CH2:11][CH2:12][C:13]([O:15][CH2:16][CH3:17])=[O:14])=[CH:9][N:8]([CH2:19][C:20]2[CH:21]=[CH:22][C:23]([O:40][CH3:41])=[C:24]([O:25][CH2:26][C:27]3[N:28]=[C:29]([C:33]4[CH:38]=[CH:37][CH:36]=[CH:35][CH:34]=4)[O:30][C:31]=3[CH3:32])[CH:39]=2)[N:7]=1)[CH3:4] |f:0.1|. Procedure: Sodium hydride (60%, oily, 60.0 mg) was added to a solution of ethyl 3-(3-ethoxy-1H-pyrazol-4-yl)propionate (318 mg) and 4-(5-chloromethyl-2-methoxyphenoxymethyl)-5-methyl-2-phenyloxazole (516 mg) in N,N-dimethylformamide (10 ml) at 0° C., and the mixture was stirred at room temperature for 1 hour. The reaction mixture was poured into water, and extracted with ethyl acetate. The ethyl acetate layer was washed with saturated aqueous sodium chloride solution, dried (MgSO4), and concentrated. The r... Starting materials: BrC(C(=O)C1=CC(=C(C=C1)O)C(=O)OC)C (2-bromo-4'-hydroxy-3'-methoxycarbonylpropiophenone), C(C1=CC=CC=C1)C1CCNCC1 (4-benzylpiperidine), C([O-])([O-])=O.[K+].[K+] (potassium carbonate). The solvent is C(C)C(=O)C (methyl ethyl ketone). Conditions: time 1 hour. The product is C(C1=CC=CC=C1)C1CCN(CC1)C(C(=O)C1=CC(=C(C=C1)O)C(=O)OC)C (2-(4-Benzylpiperidino)-4'-hydroxy-3'-methoxycarbonyl-propiophenone). Reaction SMILES: Br[CH:2]([CH3:16])[C:3]([C:5]1[CH:10]=[CH:9][C:8]([OH:11])=[C:7]([C:12]([O:14][CH3:15])=[O:13])[CH:6]=1)=[O:4].[CH2:17]([CH:24]1[CH2:29][CH2:28][NH:27][CH2:26][CH2:25]1)[C:18]1[CH:23]=[CH:22][CH:21]=[CH:20][CH:19]=1.C(=O)([O-])[O-].[K+].[K+]>C(C(C)=O)C>[CH2:17]([CH:24]1[CH2:29][CH2:28][N:27]([CH:2]([CH3:16])[C:3]([C:5]2[CH:10]=[CH:9][C:8]([OH:11])=[C:7]([C:12]([O:14][CH3:15])=[O:13])[CH:6]=2)=[O:4])[CH2:26][CH2:25]1)[C:18]1[CH:23]=[CH:22][CH:21]=[CH:20][CH:19]=1 |f:2.3.4|. Procedure: 300 ml of methyl ethyl ketone containing 57.4 g of 2-bromo-4'-hydroxy-3'-methoxycarbonylpropiophenone, 35 g of 4-benzylpiperidine and 30.6 g of potassium carbonate are heated under reflux for 4 hours. The precipitate is filtered off hot, the filtrate is evaporated to dryness, the residue is taken up in 3N hydrochloric acid and the mixture is extracted with diethyl ether. The ether phase is stirred for one hour; the hydrochloride crystallizes and is filtered off, rinsed with diethyl ether and tra...